describe an organic reaction: reactants, conditions, products, and yield From a dataset of the Open Reaction Database (ORD), a public repository of structured organic reaction records. Starting materials: [Li]CCCC, CC1CO1, C1CCOC1, CN(C)S(=O)(=O)n1cc([SiH](C)C)nc1C(C)(C)C, CCCCCC, [Cl-], [NH4+]. The product is CC(O)Cc1c([SiH](C)C)nc(C(C)(C)C)n1S(=O)(=O)N(C)C. RXN SMILES: [CH2:19]([Li:20])[CH2:21][CH2:22][CH3:23].[CH2:30]1[CH:31]([CH3:32])[O:33]1.[CH2:36]1[O:37][CH2:38][CH2:39][CH2:40]1.[CH3:1][N:2]([S:3](=[O:4])(=[O:5])[n:6]1[c:7]([C:14]([CH3:15])([CH3:16])[CH3:17])[n:8][c:9]([SiH:11]([CH3:12])[CH3:13])[cH:10]1)[CH3:18].[CH3:24][CH2:25][CH2:26][CH2:27][CH2:28][CH3:29].[Cl-:34].[NH4+:35]>>[CH3:1][N:2]([S:3](=[O:4])(=[O:5])[n:6]1[c:7]([C:14]([CH3:15])([CH3:16])[CH3:17])[n:8][c:9]([SiH:11]([CH3:12])[CH3:13])[c:10]1[CH2:30][CH:31]([CH3:32])[OH:33])[CH3:18]. Reactants: N([C@@H](CC(C)C)C(=O)N[C@@H](CC1=CC=CC=C1)C(=O)O)C(=O)OCC1=CC=CC=C1.N[C@@H](CCSC)CO (CBZ-L-Leu-L-Phe L-methioninol), acid. Solvent: CS(=O)C (DMSO). Run at time 3 hour. The product is N([C@@H](CC(C)C)C(=O)N[C@@H](CC1=CC=CC=C1)C(=O)O)C(=O)OCC1=CC=CC=C1.N[C@@H](CCSC)C=O (CBZ-L-Leu-L-Phe L-methioninal). Isolated yield 71.0%. As a reaction SMILES: [NH:1]([C:21]([O:23][CH2:24][C:25]1[CH:30]=[CH:29][CH:28]=[CH:27][CH:26]=1)=[O:22])[C@H:2]([C:7]([NH:9][C@H:10]([C:18]([OH:20])=[O:19])[CH2:11][C:12]1[CH:17]=[CH:16][CH:15]=[CH:14][CH:13]=1)=[O:8])[CH2:3][CH:4]([CH3:6])[CH3:5].[NH2:31][C@H:32]([CH2:37][OH:38])[CH2:33][CH2:34][S:35][CH3:36]>CS(C)=O>[NH:1]([C:21]([O:23][CH2:24][C:25]1[CH:26]=[CH:27][CH:28]=[CH:29][CH:30]=1)=[O:22])[C@H:2]([C:7]([NH:9][C@H:10]([C:18]([OH:20])=[O:19])[CH2:11][C:12]1[CH:13]=[CH:14][CH:15]=[CH:16][CH:17]=1)=[O:8])[CH2:3][CH:4]([CH3:6])[CH3:5].[NH2:31][C@H:32]([CH:37]=[O:38])[CH2:33][CH2:34][S:35][CH3:36] |f:0.1,3.4|. Procedure details: CBZ-L-Leu-L-Phe-L-methioninol (sulfoxide) (1.38 g, 2.53 mmol) was dissolved in DMSO, o-lodoxybenzoic acid (2.12 g, 7.59 mmol) was added, requiring a few minutes of stirring at room temperature to dissolve. After three hours, the DMSO was removed under reduced pressure. The residue was twice diluted with CH2Cl2, and the solvent was evaporated to remove any residual DMSO. The residue was diluted with a minimum of acetone, and the white precipitate was filtered off. The filtrate was concentrated to... Starting materials: C(C1=CC=CC=C1)(=O)Cl (benzoyl chloride), [S-]C#N.[NH4+] (ammonium thiocyanate), [Cl-].[NH4+] (ammonium chloride), NN1CC2=C(C=CC(=C2C1)C)C (2-amino-4,7-dimethylisoindoline). The solvent is C(OC)COC (dimethoxyethane), COCCOC (1,2-dimethoxyethane), C(OC)COC (dimethoxyethane). Reaction conditions: time 1 hour. Product: C(C1=CC=CC=C1)(=O)NC(=S)NN1CC2=C(C=CC(=C2C1)C)C (1-benzoyl-3-(4,7-dimethylisoindolin-2-yl)-thiourea). Yield: 58.7%. Reaction SMILES: [C:1](Cl)(=[O:8])[C:2]1[CH:7]=[CH:6][CH:5]=[CH:4][CH:3]=1.[S-:10][C:11]#[N:12].[NH4+].[NH2:14][N:15]1[CH2:23][C:22]2[C:17](=[C:18]([CH3:25])[CH:19]=[CH:20][C:21]=2[CH3:24])[CH2:16]1.[Cl-].[NH4+]>C(COC)OC>[C:1]([NH:12][C:11]([NH:14][N:15]1[CH2:16][C:17]2[C:22](=[C:21]([CH3:24])[CH:20]=[CH:19][C:18]=2[CH3:25])[CH2:23]1)=[S:10])(=[O:8])[C:2]1[CH:7]=[CH:6][CH:5]=[CH:4][CH:3]=1 |f:1.2,4.5|. Reported procedure: 4.4 g (0.031M) of benzoyl chloride in 10 ml of dimethoxyethane is dripped into a suspension of 2.5 g (0.033M) of ammonium thiocyanate in 50 ml of 1,2-dimethoxyethane. The mixture is stirred at room temperature for 1 hour. 4.5 g (0.028M) of 2-amino-4,7-dimethylisoindoline in 30 ml of dimethoxyethane are dripped in. The mixture is stirred at room temperature for 1 hour. The precipitated ammonium chloride is suctioned off. Evaporation yields 5.3 g of 1-benzoyl-3-(4,7-dimethylisoindolin-2-yl)-thiour...